This data is from the Open Reaction Database (ORD), a public repository of structured organic reaction records. The task is: describe an organic reaction: reactants, conditions, products, and yield Reactants: CC(=O)Br, CCCCC(NC(=O)C(C)NC(=O)C(NC(=O)c1ccccc1)C(C)C)C(=O)O, [F-], O=C(O)c1c(C(F)(F)F)cccc1C(F)(F)F, [K+], CN(C)C=O. The product is CCCCC(NC(=O)C(C)NC(=O)C(NC(=O)c1ccccc1)C(C)C)C(=O)O, CC(=O)OC(=O)c1c(C(F)(F)F)cccc1C(F)(F)F. RXN SMILES: [Br:20][C:21](=[O:22])[CH3:23].[C:24]([c:25]1[cH:26][cH:27][cH:28][cH:29][cH:30]1)(=[O:31])[NH:32][CH:33]([CH:34]([CH3:35])[CH3:36])[C:37](=[O:38])[NH:39][CH:40]([CH3:41])[C:42](=[O:43])[NH:44][CH:45]([CH2:46][CH2:47][CH2:48][CH3:49])[C:50](=[O:51])[OH:52].[F-:1].[F:3][C:4]([c:5]1[c:6]([C:7](=[O:8])[OH:9])[c:10]([C:14]([F:15])([F:16])[F:17])[cH:11][cH:12][cH:13]1)([F:18])[F:19].[K+:2].[O:53]=[CH:54][N:55]([CH3:56])[CH3:57]>>[C:24]([c:25]1[cH:26][cH:27][cH:28][cH:29][cH:30]1)(=[O:31])[NH:32][CH:33]([CH:34]([CH3:35])[CH3:36])[C:37](=[O:38])[NH:39][CH:40]([CH3:41])[C:42](=[O:43])[NH:44][CH:45]([CH2:46][CH2:47][CH2:48][CH3:49])[C:50](=[O:51])[OH:52].[F:3][C:4]([c:5]1[c:6]([C:7]([O:8][C:21](=[O:22])[CH3:23])=[O:9])[c:10]([C:14]([F:15])([F:16])[F:17])[cH:11][cH:12][cH:13]1)([F:18])[F:19]. Reactants: C, CCOC(C)=O, OCCC=Cc1cccc(F)c1, [H][H], [Pd]. Product: OCCCCc1cccc(F)c1. As a reaction SMILES: [C:15].[CH3:17][CH2:18][O:19][C:20](=[O:21])[CH3:22].[F:1][c:2]1[cH:3][c:4]([CH:8]=[CH:9][CH2:10][CH2:11][OH:12])[cH:5][cH:6][cH:7]1.[H:13][H:14].[Pd:16]>>[F:1][c:2]1[cH:3][c:4]([CH2:8][CH2:9][CH2:10][CH2:11][OH:12])[cH:5][cH:6][cH:7]1. Reactants: ice water, CC(CN1C(=CC2=C1N=C(N=C2)C#N)CN2CCN(CC2)C2=NC=C(C=N2)[N+](=O)[O-])(C)C (7-(2,2-dimethyl-propyl)-6-[4-(5-nitro-pyrimidin-2-yl)-piperazin-1-ylmethyl]-7H-pyrrolo[2,3-d]pyrimidine-2-carbonitrile), CCOC(=O)C (AcOEt), amine, CS(=O)(=O)Cl (methanesulfonyl chloride). Reagents/catalysts: O=[Pt]=O (PtO2). Run in CO (MeOH), N1=CC=CC=C1 (pyridine). The product is C(#N)C=1N=CC2=C(N1)N(C(=C2)CN2CCN(CC2)C2=CC=C(C=C2)NS(=O)(=O)C)CC(C)(C)C (N-(4-{4-[2-cyano-7-(2,2-dimethyl-propyl)-7H-pyrrolo[2,3-d]pyrimidin-6-ylmethyl]-piperazin-1-yl}-phenyl)-methanesulfonamide). Yield: 49.0%. As a reaction SMILES: [CH3:1][C:2]([CH3:32])([CH3:31])[CH2:3][N:4]1[C:8]2[N:9]=[C:10]([C:13]#[N:14])[N:11]=[CH:12][C:7]=2[CH:6]=[C:5]1[CH2:15][N:16]1[CH2:21][CH2:20][N:19]([C:22]2N=CC([N+]([O-])=O)=CN=2)[CH2:18][CH2:17]1.[CH3:33][S:34](Cl)(=[O:36])=[O:35].CCO[C:41]([CH3:43])=O>CO.N1C=CC=CC=1.O=[Pt]=O>[C:13]([C:10]1[N:11]=[CH:12][C:7]2[CH:6]=[C:5]([CH2:15][N:16]3[CH2:21][CH2:20][N:19]([C:22]4[CH:43]=[CH:41][C:3]([NH:4][S:34]([CH3:33])(=[O:36])=[O:35])=[CH:2][CH:1]=4)[CH2:18][CH2:17]3)[N:4]([CH2:3][C:2]([CH3:31])([CH3:32])[CH3:1])[C:8]=2[N:9]=1)#[N:14]. Procedure: To a suspension of catalytic amount of PtO2 in MeOH (20 ml) and AcOEt (20 ml), 7-(2,2-dimethyl-propyl)-6-[4-(5-nitro-pyrimidin-2-yl)-piperazin-1-ylmethyl]-7H-pyrrolo[2,3-d]pyrimidine-2-carbonitrile (1.15 mmol) is added and the mixture is stirred under H2 atmosphere. After being stirred for 3 h, the reaction mixture is filtered through celite and concentrated under reduced pressure to give crude amine. To a solution of the crude amine in pyridine (10 ml), methanesulfonyl chloride (1.99 mmol) is a... Starting materials: BrC1=C(C=CC(=C1)F)C1N=C(NC(=C1C(=O)OC)CBr)C=1SC=CN1 (Methyl 4-(2-bromo-4-fluorophenyl)-6-(bromomethyl)-2-(thiazol-2-yl)-1,4-dihydropyrimidine-5-carboxylate), C[C@@H]1[C@H](NCCO1)C(=O)O ((2R,3S)-2-methyl morpholine-3-carboxylic acid). Product: BrC1=C(C=CC(=C1)F)C1C(=C(NC(=N1)C=1SC=CN1)CN1[C@@H]([C@H](OCC1)C)C(=O)O)C(=O)OC ((2R,3S)-4-((6-(2-bromo-4-fluorophenyl)-5-(methoxycarbonyl)-2-(thiazol-2-yl)-3,6-dihydropyrimidin-4-yl)methyl)-2-methylmorpholine-3-carboxylic acid). Isolated yield 49.5%. As a reaction SMILES: [Br:1][C:2]1[CH:7]=[C:6]([F:8])[CH:5]=[CH:4][C:3]=1[CH:9]1[C:14]([C:15]([O:17][CH3:18])=[O:16])=[C:13]([CH2:19]Br)[NH:12][C:11]([C:21]2[S:22][CH:23]=[CH:24][N:25]=2)=[N:10]1.[CH3:26][C@H:27]1[O:32][CH2:31][CH2:30][NH:29][C@@H:28]1[C:33]([OH:35])=[O:34]>>[Br:1][C:2]1[CH:7]=[C:6]([F:8])[CH:5]=[CH:4][C:3]=1[CH:9]1[N:10]=[C:11]([C:21]2[S:22][CH:23]=[CH:24][N:25]=2)[NH:12][C:13]([CH2:19][N:29]2[CH2:30][CH2:31][O:32][C@H:27]([CH3:26])[C@H:28]2[C:33]([OH:35])=[O:34])=[C:14]1[C:15]([O:17][CH3:18])=[O:16]. Procedure: Methyl 4-(2-bromo-4-fluorophenyl)-6-(bromomethyl)-2-(thiazol-2-yl)-1,4-dihydropyrimidine-5-carboxylate (0.93 g, 1.9 mmol) was reacted with (2R,3S)-2-methyl morpholine-3-carboxylic acid (0.28 g, 1.9 mmol) according to the procedure as described in Example 34 to give the title compound as a yellow solid (0.52 g, 49%). The compound was characterized by the following spectroscopic data: Starting materials: C(CCl)Cl (EDC), Cl.N1=CC(=CC2=C1NCCOC2)C=CC(=O)O (3-(5,7,8,9-Tetrahydro-6-oxa-1,9-diaza-benzocyclohepten-3-yl)-acrylic acid hydrochloride), C=1C=CC2=C(C1)N=NN2O (HOBt), CNCC=1OC2=C(C1C)C=CC=C2 (Methyl-(3-methyl-benzofuran-2-ylmethyl)-amine), C(C)N(C(C)C)C(C)C ((i-Pr)2EtN), amide. Run in O (H2O), CN(C)C=O (DMF). Reaction conditions: temperature 35 celsius, time 8 hour. Product: CN(C(C=CC1=CC2=C(NCCOC2)N=C1)=O)CC=1OC2=C(C1C)C=CC=C2 (N-Methyl-N-(3-methyl-benzofuran-2-ylmethyl)-3-(5,7,8,9-tetrahydro-6-oxa-1,9-diaza-benzocyclohepten-3-yl)-acrylamide). As a reaction SMILES: C(Cl)CCl.Cl.[N:6]1[C:11]2[NH:12][CH2:13][CH2:14][O:15][CH2:16][C:10]=2[CH:9]=[C:8]([CH:17]=[CH:18][C:19]([OH:21])=O)[CH:7]=1.C1C=CC2N(O)N=NC=2C=1.[CH3:32][NH:33][CH2:34][C:35]1[O:36][C:37]2[CH:44]=[CH:43][CH:42]=[CH:41][C:38]=2[C:39]=1[CH3:40].C(N(C(C)C)C(C)C)C>CN(C=O)C.O>[CH3:32][N:33]([CH2:34][C:35]1[O:36][C:37]2[CH:44]=[CH:43][CH:42]=[CH:41][C:38]=2[C:39]=1[CH3:40])[C:19](=[O:21])[CH:18]=[CH:17][C:8]1[CH:7]=[N:6][C:11]2[NH:12][CH2:13][CH2:14][O:15][CH2:16][C:10]=2[CH:9]=1 |f:1.2|. Procedure: EDC (0.10 g, 0.52 mmol) was added to a solution of 3-(5,7,8,9-Tetrahydro-6-oxa-1,9-diaza-benzocyclohepten-3-yl)-acrylic acid hydrochloride (0.11 g, 0.43 mmol), HOBt (64 mg, 0.47 mmol), Methyl-(3-methyl-benzofuran-2-ylmethyl)-amine (91 mg, 0.52 mmol) and (i-Pr)2EtN (0.44 mL, 2.58 mmol) in DMF (6 mL). The mixture was allowed to stir overnight at 35° C. The mixture was cooled to 0° C. and diluted with H2O (15 mL) with rapid stirring. The resulting precipitate was filtered, washed with H2O (30 mL) t... Starting materials: CN(C)C=O, CN(C)S(=O)(=O)c1ccc2cc[nH]c2c1, [Na+], [OH-], O, O=P(Cl)(Cl)Cl. Product: CN(C)S(=O)(=O)c1ccc2c(C=O)c[nH]c2c1. As a reaction SMILES: [CH3:23][N:24]([CH:25]=[O:26])[CH3:27].[CH3:6][N:7]([CH3:8])[S:9](=[O:10])(=[O:11])[c:12]1[cH:13][cH:14][c:15]2[cH:16][cH:17][nH:18][c:19]2[cH:20]1.[Na+:22].[OH-:21].[OH2:28].[P:1]([Cl:2])([Cl:3])([Cl:4])=[O:5]>>[CH3:6][N:7]([CH3:8])[S:9](=[O:10])(=[O:11])[c:12]1[cH:13][cH:14][c:15]2[c:16]([CH:25]=[O:26])[cH:17][nH:18][c:19]2[cH:20]1. Starting materials: COS(=O)(=O)OC, CCO, ON=C1CSc2cccc(Cl)c2CN1, [Na+], [OH-]. Product: CON=C1CSc2cccc(Cl)c2CN1. RXN SMILES: [CH3:17][O:18][S:19]([O:20][CH3:21])(=[O:22])=[O:23].[CH3:24][CH2:25][OH:26].[Cl:3][c:4]1[cH:5][cH:6][cH:7][c:8]2[c:9]1[CH2:10][NH:11][C:12](=[N:15][OH:16])[CH2:13][S:14]2.[Na+:2].[OH-:1]>>[Cl:3][c:4]1[cH:5][cH:6][cH:7][c:8]2[c:9]1[CH2:10][NH:11][C:12](=[N:15][O:16][CH3:17])[CH2:13][S:14]2.